This data is from the Open Reaction Database (ORD), a public repository of structured organic reaction records. The task is: describe an organic reaction: reactants, conditions, products, and yield Starting materials: ClC=1C=2C3=C(C(N(C3=CC1)CC1=CC=CC=C1)=S)C=CC2 (6-chloro-1-(phenylmethyl)benz[cd]indole-2(1H)-thione), N1(C=NC=C1)CCCN (1H-imidazole-1-propanamine), C(C)O (ethanol), mercuric acetate. Run in CN(C=O)C (dimethylformamide). Product: ClC=1C=2C3=C(C(N(C3=CC1)CC1=CC=CC=C1)=NCCCN1C=NC=C1)C=CC2 (N-[6-Chloro-1-(phenymethyl)benz[cd]indol-2(1H)-ylidene]-1H-imidazole-1-propanamine). The yield is 64.8%. As a reaction SMILES: [Cl:1][C:2]1[C:3]2[C:4]3[C:8](=[CH:9][CH:10]=1)[N:7]([CH2:11][C:12]1[CH:17]=[CH:16][CH:15]=[CH:14][CH:13]=1)[C:6](=S)[C:5]=3[CH:19]=[CH:20][CH:21]=2.[N:22]1([CH2:27][CH2:28][CH2:29][NH2:30])[CH:26]=[CH:25][N:24]=[CH:23]1.C(O)C>CN(C)C=O>[Cl:1][C:2]1[C:3]2[C:4]3[C:8](=[CH:9][CH:10]=1)[N:7]([CH2:11][C:12]1[CH:17]=[CH:16][CH:15]=[CH:14][CH:13]=1)[C:6](=[N:30][CH2:29][CH2:28][CH2:27][N:22]1[CH:26]=[CH:25][N:24]=[CH:23]1)[C:5]=3[CH:19]=[CH:20][CH:21]=2. Procedure details: A mixture of 3.1 g of 6-chloro-1-(phenylmethyl)benz[cd]indole-2(1H)-thione (Cr), 1.4 g of 1H-imidazole-1-propanamine, 250 ml of ethanol, 75 ml of dimethylformamide, and 3.5 g of mercuric acetate is reacted as described in Example 3, giving 2.6 g of the desired product, mp 147°-149° C.